This data is from the Open Reaction Database (ORD), a public repository of structured organic reaction records. The task is: describe an organic reaction: reactants, conditions, products, and yield The reactants are N1CCOCC1 (morpholine), C([O-])([O-])=O.[K+].[K+] (potassium carbonate), BrCC(=O)NC1=CC=C(C=C1)[N+](=O)[O-] (N-bromoacetyl-4-nitro-aniline). Solvent: CC(=O)C (acetone), CC(=O)C (acetone). Run at time 2 hour. Product: O1CCN(CC1)CC(=O)NC1=CC=C(C=C1)[N+](=O)[O-] (N-morpholinomethylcarbonyl-4-nitroaniline). RXN SMILES: [NH:1]1[CH2:6][CH2:5][O:4][CH2:3][CH2:2]1.C(=O)([O-])[O-].[K+].[K+].Br[CH2:14][C:15]([NH:17][C:18]1[CH:23]=[CH:22][C:21]([N+:24]([O-:26])=[O:25])=[CH:20][CH:19]=1)=[O:16]>CC(C)=O>[O:4]1[CH2:5][CH2:6][N:1]([CH2:14][C:15]([NH:17][C:18]2[CH:19]=[CH:20][C:21]([N+:24]([O-:26])=[O:25])=[CH:22][CH:23]=2)=[O:16])[CH2:2][CH2:3]1 |f:1.2.3|. Reported procedure: 2.6 g (30 mmol) of morpholine and 4.2 g (30 mmol) of potassium carbonate are suspended in 120 ml of acetone. 5.3 g (20 mmol) of N-bromoacetyl-4-nitro-aniline, dissolved in 80 ml of acetone, are added dropwise over a period of 20 minutes and then stirred for 2 hours at ambient temperature. The precipitate is filtered off and the solvent is eliminated in vacuo. The residue is suspended with water. The precipitate is suction filtered and dried in a drying cupboard.